From a dataset of the Open Reaction Database (ORD), a public repository of structured organic reaction records. describe an organic reaction: reactants, conditions, products, and yield The reactants are CCOC(=O)c1cc(-c2ccc(OC)cc2)[nH]c(=O)c1C(=O)OCC, CC(=O)OC(C)=O, O, O=[N+]([O-])O. The product is CCOC(=O)c1c([N+](=O)[O-])c(-c2ccc(OC)cc2)[nH]c(=O)c1C(=O)OCC. RXN SMILES: [CH2:1]([CH3:2])[O:3][C:4](=[O:5])[c:6]1[c:7](=[O:25])[nH:8][c:9](-[c:17]2[cH:18][cH:19][c:20]([O:23][CH3:24])[cH:21][cH:22]2)[cH:10][c:11]1[C:12](=[O:13])[O:14][CH2:15][CH3:16].[CH3:31][C:32]([O:33][C:34](=[O:35])[CH3:36])=[O:37].[OH2:30].[OH:26][N+:27]([O-:28])=[O:29]>>[CH2:1]([CH3:2])[O:3][C:4](=[O:5])[c:6]1[c:7](=[O:25])[nH:8][c:9](-[c:17]2[cH:18][cH:19][c:20]([O:23][CH3:24])[cH:21][cH:22]2)[c:10]([N+:27](=[O:26])[O-:28])[c:11]1[C:12](=[O:13])[O:14][CH2:15][CH3:16].